From a dataset of the Open Reaction Database (ORD), a public repository of structured organic reaction records. describe an organic reaction: reactants, conditions, products, and yield Reactants: CCN(C(C)C)C(C)C (Hünig's base), C1(CC1)C(=O)Cl (cyclopropanecarbonyl chloride), NC1=CC=C(CN(S(=O)(=O)C2=CC=C(C=C2)Cl)[C@H]2C(NCCCC2)=O)C=C1 (N-(4-Amino-benzyl)-4-chloro-N-((R)-2-oxo-azepan-3-yl)-benzenesulfonamide). Run in C(Cl)Cl (CH2Cl2). Yields the product ClC1=CC=C(C=C1)S(=O)(=O)N([C@H]1C(NCCCC1)=O)CC1=CC=C(C=C1)NC(=O)C1CC1 (Cyclopropanecarboxylic acid (4-{[(4-chloro-benzenesulfonyl)-((R)-2-oxo-azepan-3-yl)-amino]-methyl}-phenyl)-amide). RXN SMILES: [NH2:1][C:2]1[CH:27]=[CH:26][C:5]([CH2:6][N:7]([C@@H:18]2[CH2:24][CH2:23][CH2:22][CH2:21][NH:20][C:19]2=[O:25])[S:8]([C:11]2[CH:16]=[CH:15][C:14]([Cl:17])=[CH:13][CH:12]=2)(=[O:10])=[O:9])=[CH:4][CH:3]=1.CCN(C(C)C)C(C)C.[CH:37]1([C:40](Cl)=[O:41])[CH2:39][CH2:38]1>C(Cl)Cl>[Cl:17][C:14]1[CH:13]=[CH:12][C:11]([S:8]([N:7]([CH2:6][C:5]2[CH:26]=[CH:27][C:2]([NH:1][C:40]([CH:37]3[CH2:39][CH2:38]3)=[O:41])=[CH:3][CH:4]=2)[C@@H:18]2[CH2:24][CH2:23][CH2:22][CH2:21][NH:20][C:19]2=[O:25])(=[O:10])=[O:9])=[CH:16][CH:15]=1. Reported procedure: N-(4-Amino-benzyl)-4-chloro-N-((R)-2-oxo-azepan-3-yl)-benzenesulfonamide (0.024 g, 0.06 mmol) was dissolved in CH2Cl2 (1 ml) and Hünig's base (0.01 ml, 0.07 mmol) and cyclopropanecarbonyl chloride (0.007 ml, 0.07 mmol) were added. After 30 min at r.t. the solvent was removed under reduced pressure and the residue dissolved in ethyl acetate and washed with 5% KHSO4/10% K2SO4, brine, dried (Na2SO4), filtered and concentrated. The crude was purified using preparative RP(C18) chromatography: lyophil... Starting materials: C(C)NCC1(CN(CCC1)C(=O)OC)O (methyl 3-ethylaminomethyl-3-hydroxypiperidine-1-carboxylate), Ba(OH)2. The solvent is O (water). Yields the product C(C)NCC1(CNCCC1)O (3-Ethylaminomethyl-3-hydroxypiperidine). Reaction SMILES: [CH2:1]([NH:3][CH2:4][C:5]1([OH:15])[CH2:10][CH2:9][CH2:8][N:7](C(OC)=O)[CH2:6]1)[CH3:2]>O>[CH2:1]([NH:3][CH2:4][C:5]1([OH:15])[CH2:10][CH2:9][CH2:8][NH:7][CH2:6]1)[CH3:2]. Procedure details: 10 g (46.2 mmol) of methyl 3-ethylaminomethyl-3-hydroxypiperidine-1-carboxylate are heated under reflux overnight with 28.5 g of Ba(OH)2. 8H2O in 280 ml of water. The product is filtered off from BaCO3 with suction and concentrated. The residue is boiled five times using 120 ml of dioxane each time, and the dioxane solution is concentrated and distilled. Reactants: CC(=O)O, CO, O=Cc1ccccc1, CC12CCC3c4ccc(O)cc4CCC3C1CCC2=O, [K+], [OH-]. Product: CC12CCC3c4ccc(O)cc4CCC3C1CC(=Cc1ccccc1)C2=O. As a reaction SMILES: [CH3:31][C:32](=[O:33])[OH:34].[CH3:35][OH:36].[CH:23](=[O:24])[c:25]1[cH:26][cH:27][cH:28][cH:29][cH:30]1.[CH:3]12[CH2:4][CH2:5][C:6]3([CH3:7])[C:8](=[O:9])[CH2:10][CH2:11][CH:12]3[CH:13]1[CH2:14][CH2:15][c:16]1[cH:17][c:18]([OH:19])[cH:20][cH:21][c:22]12.[K+:2].[OH-:1]>>[CH:3]12[CH2:4][CH2:5][C:6]3([CH3:7])[C:8](=[O:9])[C:10](=[CH:23][c:25]4[cH:26][cH:27][cH:28][cH:29][cH:30]4)[CH2:11][CH:12]3[CH:13]1[CH2:14][CH2:15][c:16]1[cH:17][c:18]([OH:19])[cH:20][cH:21][c:22]12. Starting materials: CO (methanol), C1(CC1)C1=CC=C2C(=CC(N(C2=C1)CCN1CCC(CC1)N(C(OC(C)(C)C)=O)CC1=CC2=C(OCCO2)C=C1)=O)C (tert-butyl (1-(2-(7-cyclopropyl-4-methyl-2-oxoquinolin-1(2H)-yl)ethyl)piperidin-4-yl)(2,3-dihydro-1,4-benzodioxin-6-ylmethyl)carbamate), Cl.C(C)(=O)OCC (hydrogen chloride ethyl acetate). Solvent: C(C)(=O)OCC (Ethyl acetate). Reaction conditions: time 1.5 hour. The product is Cl.C1(CC1)C1=CC=C2C(=CC(N(C2=C1)CCN1CCC(CC1)NCC1=CC2=C(OCCO2)C=C1)=O)C (7-cyclopropyl-1-(2-(4-((2,3-dihydro-1,4-benzodioxin-6-ylmethyl)amino)piperidin-1-yl)ethyl)-4-methylquinolin-2(1H)-one hydrochloride). RXN SMILES: CO.[CH:3]1([C:6]2[CH:15]=[C:14]3[C:9]([C:10]([CH3:44])=[CH:11][C:12](=[O:43])[N:13]3[CH2:16][CH2:17][N:18]3[CH2:23][CH2:22][CH:21]([N:24]([CH2:32][C:33]4[CH:42]=[CH:41][C:36]5[O:37][CH2:38][CH2:39][O:40][C:35]=5[CH:34]=4)C(=O)OC(C)(C)C)[CH2:20][CH2:19]3)=[CH:8][CH:7]=2)[CH2:5][CH2:4]1.[ClH:45].C(OCC)(=O)C>C(OCC)(=O)C>[ClH:45].[CH:3]1([C:6]2[CH:15]=[C:14]3[C:9]([C:10]([CH3:44])=[CH:11][C:12](=[O:43])[N:13]3[CH2:16][CH2:17][N:18]3[CH2:23][CH2:22][CH:21]([NH:24][CH2:32][C:33]4[CH:42]=[CH:41][C:36]5[O:37][CH2:38][CH2:39][O:40][C:35]=5[CH:34]=4)[CH2:20][CH2:19]3)=[CH:8][CH:7]=2)[CH2:5][CH2:4]1 |f:2.3,5.6|. Reported procedure: To 1 mL of methanol solution containing 95 mg of tert-butyl (1-(2-(7-cyclopropyl-4-methyl-2-oxoquinolin-1(2H)-yl)ethyl)piperidin-4-yl)(2,3-dihydro-1,4-benzodioxin-6-ylmethyl)carbamate, 1 mL of 4 mol/L hydrogen chloride/ethyl acetate solution was added at room temperature, and stirred for 1.5 hours. Ethyl acetate was added, and the resulting solid was filtered to give 45 mg of 7-cyclopropyl-1-(2-(4-((2,3-dihydro-1,4-benzodioxin-6-ylmethyl)amino)piperidin-1-yl)ethyl)-4-methylquinolin-2(1H)-one hyd... Starting materials: ClC=1C(=CC2=C(OCO2)C1)CC(C(=O)OC)CN(C)C (methyl 3-[6-chloro-1,3-benzodioxol-5-yl]-alpha-[(dimethylamino)methyl]-propanoate), CI (methyl iodide). Run in C(C)(C)O (isopropanol). The product is [I-].ClC=1C(=CC2=C(OCO2)C1)CC(C[N+](C)(C)C)C(=O)OC (3-[6-chloro-1,3-benzodioxol-5-yl]-beta-(methoxycarbonyl)-N,N,N-trimethyl-propanaminium iodide). RXN SMILES: [Cl:1][C:2]1[C:3]([CH2:11][CH:12]([CH2:17][N:18]([CH3:20])[CH3:19])[C:13]([O:15][CH3:16])=[O:14])=[CH:4][C:5]2[O:9][CH2:8][O:7][C:6]=2[CH:10]=1.[CH3:21][I:22]>C(O)(C)C>[I-:22].[Cl:1][C:2]1[C:3]([CH2:11][CH:12]([C:13]([O:15][CH3:16])=[O:14])[CH2:17][N+:18]([CH3:21])([CH3:19])[CH3:20])=[CH:4][C:5]2[O:9][CH2:8][O:7][C:6]=2[CH:10]=1 |f:3.4|. Procedure details: The operation is carried out as in Stage 2 of Example 1, starting with 436 mg of the product obtained in Stage 2 above, 6 ml isopropanol and 0.27 ml of methyl iodide. In this way 501 mg of expected product is obtained. The reactants are N1N=CC=C1N (1H-pyrazol-5-amine), O.[N+](=O)([O-])C(C=O)C=O.[Na] (sodium nitromalonaldehyde monohydrate), O (water). Solvent: C(C)(=O)O (acetic acid). Conditions: temperature 90 celsius. Yields the product [N+](=O)([O-])C=1C=C2C(=NC1)NN=C2 (5-nitro-1H-pyrazolo[3,4-b]pyridine). Isolated yield 90.0%. RXN SMILES: [NH:1]1[C:5]([NH2:6])=[CH:4][CH:3]=[N:2]1.O.[N+:8]([CH:11]([CH:14]=O)[CH:12]=O)([O-:10])=[O:9].[Na].O>C(O)(=O)C>[N+:8]([C:11]1[CH:12]=[C:4]2[CH:3]=[N:2][NH:1][C:5]2=[N:6][CH:14]=1)([O-:10])=[O:9] |f:1.2.3,^1:15|. Procedure details: A suspension of 1H-pyrazol-5-amine (0.804 g, 9.48 mmol) and sodium nitromalonaldehyde monohydrate (1.56 g, 9.96 mmol) in acetic acid (12 mL) was heated to 90° C. overnight. The reaction mixture was cooled to room temperature and poured into water (50 mL). The resulting solids were collected by filtration. The solids were washed with water (3×20 mL) and dried in vacuo to give 5-nitro-1H-pyrazolo[3,4-b]pyridine (1.40 g, 84%) as a solid. The reactants are COC(C([C@H]1CC[C@H]2C3=CC=C4C[C@H](C[C@@H]([C@]4(C)[C@H]3CC[C@]12C)O)O)C)OC (21,21-dimethoxy-20-methylpregna-5,7-diene-1α,3β-diol), CC1(COC(OC1)C(C)[C@H]1CC[C@H]2C3=CC=C4C[C@H](C[C@@H]([C@]4(C)[C@H]3CC[C@]12C)O)O)C (20-(5,5-dimethyl-1,3-dioxan-2-yl)pregna-5,7-diene-1α,3β-diol). Yields the product O[C@H]1C[C@@H](CC2=CC=C3[C@@H]4CC[C@H](C(C)C=O)[C@]4(CC[C@@H]3[C@@]12C)C)O (1α,3β-dihydroxypregna-5,7-diene-20-carbaldehyde). Isolated yield 78.3%. Reaction SMILES: C[O:2][CH:3](OC)[CH:4]([CH3:26])[C@@H:5]1[C@:22]2([CH3:23])[C@H:8]([C:9]3[C@H:19]([CH2:20][CH2:21]2)[C@:17]2([CH3:18])[C:12]([CH2:13][C@@H:14]([OH:25])[CH2:15][C@@H:16]2[OH:24])=[CH:11][CH:10]=3)[CH2:7][CH2:6]1.CC1(C)COC(C([C@@H]2[C@]3(C)[C@H](C4[C@H](CC3)[C@]3(C)C(C[C@@H](O)C[C@@H]3O)=CC=4)CC2)C)OC1>>[OH:24][C@@H:16]1[C@@:17]2([CH3:18])[C:12](=[CH:11][CH:10]=[C:9]3[C@@H:19]2[CH2:20][CH2:21][C@@:22]2([CH3:23])[C@H:8]3[CH2:7][CH2:6][C@@H:5]2[CH:4]([CH:3]=[O:2])[CH3:26])[CH2:13][C@@H:14]([OH:25])[CH2:15]1. Reported procedure: The procedure of Example 25 was repeated except that 2.6 mg (0.00667 mmole) of 21,21-dimethoxy-20-methylpregna-5,7-diene-1α,3β-diol was used in lieu of 4.3 mg of 20-(5,5-dimethyl-1,3-dioxan-2-yl)pregna-5,7-diene-1α,3β-diol to give 1.8 mg of 1α,3β-dihydroxypregna-5,7-diene-20-carbaldehyde (yield: 78%).